From a dataset of the Open Reaction Database (ORD), a public repository of structured organic reaction records. describe an organic reaction: reactants, conditions, products, and yield Reactants: FC1=CC=C(C(=O)CC(=O)OCC)C=C1 (ethyl 4-fluorobenzoylacetate), O (water). Solvent: O=P12OP3(=O)OP(=O)(O1)OP(=O)(O2)O3.CS(=O)(=O)O (P2O5 methanesulfonic acid). Yields the product FC1=CC=C(C=C1)C=1OC(=CC(C1C(=O)OCC)=O)C1=CC=C(C=C1)F (2,6-di(4'-fluorophenyl)-3-ethoxycarbonyl-pyr-4-one). As a reaction SMILES: [F:1][C:2]1[CH:15]=[CH:14][C:5]([C:6]([CH2:8][C:9]([O:11][CH2:12][CH3:13])=[O:10])=[O:7])=[CH:4][CH:3]=1.[OH2:16]>O=P12OP3(OP(OP(O3)(O1)=O)(=O)O2)=O.CS(O)(=O)=O>[F:1][C:2]1[CH:3]=[CH:4][C:5]([C:6]2[O:7][C:6]([C:5]3[CH:14]=[CH:15][C:2]([F:1])=[CH:3][CH:4]=3)=[CH:8][C:9](=[O:16])[C:8]=2[C:9]([O:11][CH2:12][CH3:13])=[O:10])=[CH:14][CH:15]=1 |f:2.3|. Reported procedure: 25 gms of ethyl 4-fluorobenzoylacetate was dissolved in 250 gms of 1:10 P2O5 /methanesulfonic acid and heated at 45° for 4 days. The mixture was cooled, poured into 1200 mls of water and extracted with (3×100 mls) methylene chloride. Evaporation of the solvent and chromatography of the resulting oil (silica gel/ether) provided 12.9 gms of crystalline 2,6-di(4'-fluorophenyl)-3-ethoxycarbonyl-pyr-4-one. mp=113-4. Starting materials: CO (MeOH), Cl (HCl), C(C)OC(C[C@@H](C=1C=CC(=NC1)OC)NCCN(CCCC1=NC=2NCCCC2C=C1)C(=O)OC(C)(C)C)=O (3(S)-(2-{tert-Butoxycarbonyl-[3-(5,6,7,8-tetrahydro-[1,8]naphthyridin-2-yl)- propyl]-amino}-ethylamino)-3-(2-methoxypyridin-5-yl)-propionic acid ethyl ester). Run in C(Cl)(Cl)Cl (CHCl3), CCOC(=O)C (EtOAc). Reaction conditions: temperature 0 celsius, time 1.5 hour. Product: C(C)OC(C[C@H](N)C=1C=NC(=CC1)OC)=O (3(S)-(6-methoxypyridin-3-yl)-β-alanine ethyl ester). Reaction SMILES: [CH2:1]([O:3][C:4](=[O:39])[CH2:5][C@H:6]([NH:15]CCN(C(OC(C)(C)C)=O)CCCC1C=CC2CCCNC=2N=1)[C:7]1[CH:8]=[CH:9][C:10]([O:13][CH3:14])=[N:11][CH:12]=1)[CH3:2].Cl.CO>CCOC(C)=O.C(Cl)(Cl)Cl>[CH2:1]([O:3][C:4](=[O:39])[CH2:5][C@@H:6]([C:7]1[CH:12]=[N:11][C:10]([O:13][CH3:14])=[CH:9][CH:8]=1)[NH2:15])[CH3:2]. Procedure: A solution of the ester 7-6 (14.1 g, 26 mmol) in EtOAc (350 mL) cooled to -20° C. was treated with HCl (gas) for 10 minutes then stoppered and stirred at 0° C. for 1.5 hr. The volatiles were removed in vacuo, the residue taken up in 150 mL of water and treated with solid K2CO3 to pH~10. This solution was extracted with EtOAc (3×150 mL), washed with brine, dried (Na2SO4) and concentrated to give an oil. Column chromatography (silica gel; 5% MeOH in CHCl3) gave the β-alanine 7-5; further elution w... Reactants: C(C)OC(=O)C1=NOC(=C1)CNC(=O)OC(C)(C)C (3-Ethoxycarbonyl-5-[N-(tert-butyloxycarbonyl)aminomethyl]isoxazole), N1CCCC1 (pyrrolidine). Run at temperature 85 celsius. Product: N1(CCCC1)C(=O)C1=NOC(=C1)CNC(=O)OC(C)(C)C (3-(Pyrrolidin-1-ylcarbonyl)-5-[N-(tert-butyloxycarbonyl)aminomethyl]isoxazole). Yield: 79.0%. Reaction SMILES: C(O[C:4]([C:6]1[CH:10]=[C:9]([CH2:11][NH:12][C:13]([O:15][C:16]([CH3:19])([CH3:18])[CH3:17])=[O:14])[O:8][N:7]=1)=[O:5])C.[NH:20]1[CH2:24][CH2:23][CH2:22][CH2:21]1>>[N:20]1([C:4]([C:6]2[CH:10]=[C:9]([CH2:11][NH:12][C:13]([O:15][C:16]([CH3:17])([CH3:18])[CH3:19])=[O:14])[O:8][N:7]=2)=[O:5])[CH2:24][CH2:23][CH2:22][CH2:21]1. Reported procedure: 3-Ethoxycarbonyl-5-[N-(tert-butyloxycarbonyl)aminomethyl]isoxazole (Method 73; 500 mg, 1.85 mmol) was dissolved in pyrrolidine (4 ml) and the mixture heated for 3 hours at 85° C. The volatiles were removed by evaporation and the residue was triturated with diethyl ether to give the title compound (432 mg, 79%) as a white solid. NMR (DMSO): 1.38 (s, 9H), 1.85 (m, 4H), 3.50 (t, 2H), 3.62 (t, 2H), 4.29 (d, 2H), 6.47 (1H), 7.53 (s, 1H); m/z 240 (M-C4H8)+.